describe an organic reaction: reactants, conditions, products, and yield From a dataset of the Open Reaction Database (ORD), a public repository of structured organic reaction records. Starting materials: CI, CN1CCCC1=O, C=CCC(O)CCC(OC)OC, CCOC(C)=O, [H-], [Na+], O. Yields the product C=CCC(CCC(OC)OC)OC. As a reaction SMILES: [CH3:15][I:16].[CH3:18][N:19]1[CH2:20][CH2:21][CH2:22][C:23]1=[O:24].[CH3:1][O:2][CH:3]([CH2:4][CH2:5][CH:6]([CH2:7][CH:8]=[CH2:9])[OH:10])[O:11][CH3:12].[CH3:25][CH2:26][O:27][C:28](=[O:29])[CH3:30].[H-:13].[Na+:14].[OH2:17]>>[CH3:1][O:2][CH:3]([CH2:4][CH2:5][CH:6]([CH2:7][CH:8]=[CH2:9])[O:10][CH3:15])[O:11][CH3:12]. The reactants are CCCCc1nc2cnc3cc(Br)ccc3c2n1CCNS(C)(=O)=O, O=C([O-])[O-], ClCCl, [K+], [K+], [NH4+], [OH-], O, O=C(OO)c1cccc(Cl)c1, Cc1ccc(S(=O)(=O)Cl)cc1. Yields the product CCCCc1nc2c(N)nc3cc(Br)ccc3c2n1CCNS(C)(=O)=O. Reaction SMILES: [Br:12][c:13]1[cH:14][cH:15][c:16]2[c:17]3[c:18]([cH:19][n:20][c:21]2[cH:22]1)[n:23][c:24]([CH2:33][CH2:34][CH2:35][CH3:36])[n:25]3[CH2:26][CH2:27][NH:28][S:29](=[O:30])(=[O:31])[CH3:32].[C:50](=[O:51])([O-:52])[O-:53].[Cl:56][CH2:57][Cl:58].[K+:54].[K+:55].[NH4+:37].[OH-:38].[OH2:59].[OH:1][O:2][C:3]([c:4]1[cH:5][c:6]([Cl:7])[cH:8][cH:9][cH:10]1)=[O:11].[c:39]1([CH3:40])[cH:41][cH:42][c:43]([S:44]([Cl:45])(=[O:46])=[O:47])[cH:48][cH:49]1>>[Br:12][c:13]1[cH:14][cH:15][c:16]2[c:17]3[c:18]([c:19]([NH2:37])[n:20][c:21]2[cH:22]1)[n:23][c:24]([CH2:33][CH2:34][CH2:35][CH3:36])[n:25]3[CH2:26][CH2:27][NH:28][S:29](=[O:30])(=[O:31])[CH3:32]. Starting materials: O=C(O)c1cnc(OCC2CC2)c(-c2ccc(F)cc2)c1, CC(O)(CN)C1CC1. The product is CC(O)(CNC(=O)c1cnc(OCC2CC2)c(-c2ccc(F)cc2)c1)C1CC1. Reaction SMILES: [F:1][c:2]1[cH:3][cH:4][c:5](-[c:8]2[c:9]([O:17][CH2:18][CH:19]3[CH2:20][CH2:21]3)[n:10][cH:11][c:12]([C:13](=[O:14])[OH:15])[cH:16]2)[cH:6][cH:7]1.[NH2:22][CH2:23][C:24]([OH:25])([CH:26]1[CH2:27][CH2:28]1)[CH3:29]>>[F:1][c:2]1[cH:3][cH:4][c:5](-[c:8]2[c:9]([O:17][CH2:18][CH:19]3[CH2:20][CH2:21]3)[n:10][cH:11][c:12]([C:13](=[O:15])[NH:22][CH2:23][C:24]([OH:25])([CH:26]3[CH2:27][CH2:28]3)[CH3:29])[cH:16]2)[cH:6][cH:7]1.